This data is from the Open Reaction Database (ORD), a public repository of structured organic reaction records. The task is: describe an organic reaction: reactants, conditions, products, and yield Starting materials: 1.064, COC=1C=C(C=CC1OCOCCOC)C=CC=CC(=O)N1CCN(CC1)CCCOC(C1=CC=CC=C1)C1=CC=CC=C1 (N-[5-[3-methoxy-4-(β-methoxyethoxymethoxy)phenyl]-2,4-pentadienoyl]-N'-(3-benzhydroxypropyl)piperazine), O.C1(=CC=C(C=C1)S(=O)(=O)O)C (p-toluenesulfonic acid monohydrate). Run in CO (methanol). Product: COC=1C=C(C=CC1O)C=CC=CC(=O)N1CCN(CC1)CCCOC(C1=CC=CC=C1)C1=CC=CC=C1 (N-[5-(3-methoxy-4-hydroxyphenyl)-2,4-pentadienoyl]-N'-(3-benzhydroxypropyl)piperazine). Reaction SMILES: [CH3:1][O:2][C:3]1[CH:4]=[C:5]([CH:16]=[CH:17][CH:18]=[CH:19][C:20]([N:22]2[CH2:27][CH2:26][N:25]([CH2:28][CH2:29][CH2:30][O:31][CH:32]([C:39]3[CH:44]=[CH:43][CH:42]=[CH:41][CH:40]=3)[C:33]3[CH:38]=[CH:37][CH:36]=[CH:35][CH:34]=3)[CH2:24][CH2:23]2)=[O:21])[CH:6]=[CH:7][C:8]=1[O:9]COCCOC.O.C1(C)C=CC(S(O)(=O)=O)=CC=1>CO>[CH3:1][O:2][C:3]1[CH:4]=[C:5]([CH:16]=[CH:17][CH:18]=[CH:19][C:20]([N:22]2[CH2:27][CH2:26][N:25]([CH2:28][CH2:29][CH2:30][O:31][CH:32]([C:33]3[CH:38]=[CH:37][CH:36]=[CH:35][CH:34]=3)[C:39]3[CH:40]=[CH:41][CH:42]=[CH:43][CH:44]=3)[CH2:24][CH2:23]2)=[O:21])[CH:6]=[CH:7][C:8]=1[OH:9] |f:1.2|. Procedure details: To a solution of 650 mg (2.1 mmol) of N-(3-benzhydroxypropyl)piperazine in dry tetrahydrofuran (5 ml) was added a solution of 818 mg (2.1 mmol) of N-[5-[3methoxy-4-(β-methoxyethoxymethoxy)phenyl]-2,4-pentadienoyl]thiazolidihe-2-thione in dry tetrahydrofuran (6 ml) and the mixture was reacteed at room temperature for 14 hours. The reaction mixture was concentrated by evaporation under reduced pressure and the residue was diluted with chloroform. The mixture was washed, in turn, with 2N aqueous so... Starting materials: CC(=O)O[BH-](OC(C)=O)OC(C)=O, C=O, CC(Oc1cc(-n2cnc3cc(-c4cnn(C)c4)ccc32)sc1C(N)=O)c1cccc(OC2CCNCC2)c1, CC(=O)O, CO, ClCCl, [Na+], [Na+], [OH-]. The product is CC(Oc1cc(-n2cnc3cc(-c4cnn(C)c4)ccc32)sc1C(N)=O)c1cccc(OC2CCN(C)CC2)c1. RXN SMILES: [C:46]([O:47][BH-:48]([O:49][C:50](=[O:51])[CH3:52])[O:53][C:54](=[O:55])[CH3:56])(=[O:57])[CH3:58].[CH2:44]=[O:45].[CH3:1][n:2]1[n:3][cH:4][c:5](-[c:7]2[cH:8][c:9]3[c:10]([n:11](-[c:14]4[cH:15][c:16]([O:22][CH:23]([CH3:24])[c:25]5[cH:26][c:27]([O:31][CH:32]6[CH2:33][CH2:34][NH:35][CH2:36][CH2:37]6)[cH:28][cH:29][cH:30]5)[c:17]([C:19](=[O:20])[NH2:21])[s:18]4)[cH:12][n:13]3)[cH:38][cH:39]2)[cH:6]1.[CH3:40][C:41](=[O:42])[OH:43].[CH3:65][OH:66].[Cl:62][CH2:63][Cl:64].[Na+:59].[Na+:61].[OH-:60]>>[CH3:1][n:2]1[n:3][cH:4][c:5](-[c:7]2[cH:8][c:9]3[c:10]([n:11](-[c:14]4[cH:15][c:16]([O:22][CH:23]([CH3:24])[c:25]5[cH:26][c:27]([O:31][CH:32]6[CH2:33][CH2:34][N:35]([CH3:40])[CH2:36][CH2:37]6)[cH:28][cH:29][cH:30]5)[c:17]([C:19](=[O:20])[NH2:21])[s:18]4)[cH:12][n:13]3)[cH:38][cH:39]2)[cH:6]1. The reactants are C(C)(=O)OCC (ethyl acetate), CC(C)([O-])C.[K+] (potassium t-butoxide), COC=1C=C(C=CC1)CCCCC1=C(C=CC=C1)O (2-[4-(3-methoxyphenyl)butyl]phenol), Cl.ClCCC1N(CCC1)C (2-(2-chloroethyl)-1-methylpyrrolidine hydrochoride). Solvent: O (water), CC(=O)N(C)C (dimethylacetamide). Yields the product COC=1C=C(C=CC1)CCCCC1=C(OCCC2N(CCC2)C)C=CC=C1 (2-(2-{2-[4-(3-Methoxyphenyl)butyl]phenoxy}ethyl)-1-methylpyrrolidine). Yield: 47.5%. Reaction SMILES: CC(C)([O-])C.[K+].[CH3:7][O:8][C:9]1[CH:10]=[C:11]([CH2:15][CH2:16][CH2:17][CH2:18][C:19]2[CH:24]=[CH:23][CH:22]=[CH:21][C:20]=2[OH:25])[CH:12]=[CH:13][CH:14]=1.Cl.Cl[CH2:28][CH2:29][CH:30]1[CH2:34][CH2:33][CH2:32][N:31]1[CH3:35].C(OCC)(=O)C>CC(N(C)C)=O.O>[CH3:7][O:8][C:9]1[CH:10]=[C:11]([CH2:15][CH2:16][CH2:17][CH2:18][C:19]2[CH:24]=[CH:23][CH:22]=[CH:21][C:20]=2[O:25][CH2:28][CH2:29][CH:30]2[CH2:34][CH2:33][CH2:32][N:31]2[CH3:35])[CH:12]=[CH:13][CH:14]=1 |f:0.1,3.4|. Procedure: 1.48 g of potassium t-butoxide were added to a solution of 1.35 g of 2-[4-(3-methoxyphenyl)butyl]phenol (prepared as described in Preparation 7) in 20 ml of dimethylacetamide, whilst ice-cooling and stirring. 1.45 g of 2-(2-chloroethyl)-1-methylpyrrolidine hydrochoride were then added to the solution, and the mixture was stirred at 55° C. for 2 hours. At the end of this time, the reaction mixture was cooled, 200 ml of ethyl acetate and 100 ml of water were added to the mixture, and the mixture w... Reactants: BrCC1=C(COCC1)C1=CC=NN1C(C)C (5-(4-(bromomethyl)-5,6-dihydro-2H-pyran-3-yl)-1-isopropyl-1H-pyrazole), OC1=C(C=O)C(=CC=C1)O (2,6-dihydroxybenzaldehyde), C(=O)([O-])[O-].[K+].[K+] (K2CO3). Solvent: O (water), CCOC(=O)C (EtOAc), CN(C)C=O (DMF). Reaction conditions: time 1 hour. Yields the product OC1=C(C=O)C(=CC=C1)OCC=1CCOCC1C1=CC=NN1C(C)C (2-hydroxy-6-((5-(1-isopropyl-1H-pyrazol-5-yl)-3,6-dihydro-2H-pyran-4-yl)methoxy)benzaldehyde). The yield is 69.2%. Reaction SMILES: Br[CH2:2][C:3]1[CH2:8][CH2:7][O:6][CH2:5][C:4]=1[C:9]1[N:13]([CH:14]([CH3:16])[CH3:15])[N:12]=[CH:11][CH:10]=1.[OH:17][C:18]1[CH:25]=[CH:24][CH:23]=[C:22]([OH:26])[C:19]=1[CH:20]=[O:21].C([O-])([O-])=O.[K+].[K+]>CN(C=O)C.O.CCOC(C)=O>[OH:17][C:18]1[CH:25]=[CH:24][CH:23]=[C:22]([O:26][CH2:2][C:3]2[CH2:8][CH2:7][O:6][CH2:5][C:4]=2[C:9]2[N:13]([CH:14]([CH3:16])[CH3:15])[N:12]=[CH:11][CH:10]=2)[C:19]=1[CH:20]=[O:21] |f:2.3.4|. Procedure details: To a solution of 5-(4-(bromomethyl)-5,6-dihydro-2H-pyran-3-yl)-1-isopropyl-1H-pyrazole (110 mg, 0.38 mmol) and 2,6-dihydroxybenzaldehyde (100 mg, 0.76 mmol) in DMF (6 mL) was added K2CO3 (110 mg, 0.76 mmol). After stirred at room temperature for 1 h, it was diluted with water and EtOAc, organic layer was separated, and the aqueous layer was extracted with EtOAc. Organic layer was combined, washed with brine, dried and concentrated to give crude product, which was purified by column (Hexanes/EtOA... Reactants: CN1C2CCC1CC(=CC(O)(Cc1ccccc1)Cc1ccccc1)C2, CI. Yields the product C[N+]1(C)C2CCC1CC(=CC(O)(Cc1ccccc1)Cc1ccccc1)C2, [I-]. Reaction SMILES: [CH2:1]([c:2]1[cH:3][cH:4][cH:5][cH:6][cH:7]1)[C:8]([CH:9]=[C:10]1[CH2:11][CH:12]2[CH2:13][CH2:14][CH:15]([CH2:16]1)[N:17]2[CH3:18])([CH2:19][c:20]1[cH:21][cH:22][cH:23][cH:24][cH:25]1)[OH:26].[CH3:27][I:28]>>[CH2:1]([c:2]1[cH:3][cH:4][cH:5][cH:6][cH:7]1)[C:8]([CH:9]=[C:10]1[CH2:11][CH:12]2[CH2:13][CH2:14][CH:15]([CH2:16]1)[N+:17]2([CH3:18])[CH3:27])([CH2:19][c:20]1[cH:21][cH:22][cH:23][cH:24][cH:25]1)[OH:26].[I-:28]. Starting materials: [H][H] (hydrogen), COC=1C(=NC(=NC1)C1=NN(C2=CC=CC=C12)C(=O)OC(C)(C)C)N(C1=CC=NC=C1)C(=O)OCC=C (tert-butyl 3-(5-methoxy-4-{[(prop-2-en-1-yloxy)carbonyl](pyridin-4-yl)amino}pyrimidin-2-yl)-1H-indazole-1-carboxylate), [H][H] (hydrogen). Solvent: O1CCOCC1 (1,4-dioxane), O1CCOCC1 (1,4-dioxane), O1CCOCC1 (1,4-dioxane). Run at time 24 hour. The product is C(C=C)OC(N(C1=CC=NC=C1)C1=NC(=NC=C1OC)C1=NNC2=CC=CC=C12)=O (prop-2-en-1-yl[2-(1H-indazol-3-yl)-5-methoxypyrimidin-4-yl]pyridin-4-ylcarbamate). Reaction SMILES: [CH3:1][O:2][C:3]1[C:4]([N:25]([C:32]([O:34][CH2:35][CH:36]=[CH2:37])=[O:33])[C:26]2[CH:31]=[CH:30][N:29]=[CH:28][CH:27]=2)=[N:5][C:6]([C:9]2[C:17]3[C:12](=[CH:13][CH:14]=[CH:15][CH:16]=3)[N:11](C(OC(C)(C)C)=O)[N:10]=2)=[N:7][CH:8]=1.[H][H]>O1CCOCC1>[CH2:35]([O:34][C:32](=[O:33])[N:25]([C:4]1[C:3]([O:2][CH3:1])=[CH:8][N:7]=[C:6]([C:9]2[C:17]3[C:12](=[CH:13][CH:14]=[CH:15][CH:16]=3)[NH:11][N:10]=2)[N:5]=1)[C:26]1[CH:27]=[CH:28][N:29]=[CH:30][CH:31]=1)[CH:36]=[CH2:37]. Reported procedure: 1.22 g of tert-butyl 3-(5-methoxy-4-{[(prop-2-en-1-yloxy)carbonyl](pyridin-4-yl)amino}pyrimidin-2-yl)-1H-indazole-1-carboxylate (1-9-1, 2.43 mmol, 1 eq.) was suspended in 1,4-dioxane. 2.43 ml of hydrogen acid 4M in 1,4-dioxane (9.711 mmol, 4 eq.) were added dropwise. The reaction mixture was stirred for 24 hours at room temperature. 2.43 ml of hydrogen acid 4M in 1,4-dioxane (9.711 mmol, 4 eq.) were added dropwise again and stirred for further two hours. The reaction mixture was concentrated und... The reactants are CN(C)C=O, [N-]=[N+]=[N-], [Na+], O=C(COc1ccccc1)NC1C(=O)N(C(Cl)C(=O)OCc2ccccc2)C1SC(=O)OCC(Cl)(Cl)Cl. Product: [N-]=[N+]=NC(C(=O)OCc1ccccc1)N1C(=O)C(NC(=O)COc2ccccc2)C1SC(=O)OCC(Cl)(Cl)Cl. Reaction SMILES: [CH3:42][N:43]([CH3:44])[CH:45]=[O:46].[N-:39]=[N+:40]=[N-:41].[Na+:38].[O:1]([c:2]1[cH:3][cH:4][cH:5][cH:6][cH:7]1)[CH2:8][C:9](=[O:10])[NH:11][CH:12]1[C:13](=[O:37])[N:14]([CH:25]([C:26](=[O:27])[O:28][CH2:29][c:30]2[cH:31][cH:32][cH:33][cH:34][cH:35]2)[Cl:36])[CH:15]1[S:16][C:17](=[O:18])[O:19][CH2:20][C:21]([Cl:22])([Cl:23])[Cl:24]>>[O:1]([c:2]1[cH:3][cH:4][cH:5][cH:6][cH:7]1)[CH2:8][C:9](=[O:10])[NH:11][CH:12]1[C:13](=[O:37])[N:14]([CH:25]([C:26](=[O:27])[O:28][CH2:29][c:30]2[cH:31][cH:32][cH:33][cH:34][cH:35]2)[N:39]=[N+:40]=[N-:41])[CH:15]1[S:16][C:17](=[O:18])[O:19][CH2:20][C:21]([Cl:22])([Cl:23])[Cl:24].